Dataset: the Open Reaction Database (ORD), a public repository of structured organic reaction records. Task: describe an organic reaction: reactants, conditions, products, and yield Starting materials: ClC=1N=C(NC1CC)C(=O)N[C@@H]1[C@@H](CN(CC1)C(=O)OC(C)(C)C)OC (tert-Butyl cis(±)-4-{[(4-chloro-5-ethyl-1H-imidazol-2-yl)carbonyl]amino}-3-methoxypiperidine-1-carboxylate), Cl.C(C)(=O)OCC (hydrochloric acid ethyl acetate). Solvent: CO (methanol). Conditions: time 1 hour. Product: Cl.ClC=1N=C(NC1CC)C(=O)N[C@@H]1[C@@H](CNCC1)OC (cis(±)-4-Chloro-5-ethyl-N-(3-methoxypiperidin-4-yl)-1H-imidazole-2-carboxamide hydrochloride). Isolated yield 201.0%. Reaction SMILES: [Cl:1][C:2]1[N:3]=[C:4]([C:9]([NH:11][C@H:12]2[CH2:17][CH2:16][N:15](C(OC(C)(C)C)=O)[CH2:14][C@H:13]2[O:25][CH3:26])=[O:10])[NH:5][C:6]=1[CH2:7][CH3:8].Cl.C(OCC)(=O)C>CO>[ClH:1].[Cl:1][C:2]1[N:3]=[C:4]([C:9]([NH:11][C@H:12]2[CH2:17][CH2:16][NH:15][CH2:14][C@H:13]2[O:25][CH3:26])=[O:10])[NH:5][C:6]=1[CH2:7][CH3:8] |f:1.2,4.5|. Procedure: tert-Butyl cis(±)-4-{[(4-chloro-5-ethyl-1H-imidazol-2-yl)carbonyl]amino}-3-methoxypiperidine-1-carboxylate obtained by the method described in Example (1g) (500 mg, 1.29 mmol) was dissolved in methanol (30 mL). A 4 N hydrochloric acid/ethyl acetate solution (20 mL) was added, and the mixture was stirred at room temperature for one hour. Concentration under reduced pressure gave 419 mg of the title compound as a white solid (100%). (159b) Ethyl cis(±)-2-(4-{[(4-chloro-5-ethyl-1H-imidazol-2-yl)car... Starting materials: C(CCCCC)C(CO)CCCCCCCC (2-hexyldecanol), ClC1=NC=C(C(=O)O)C=C1 (6-chloronicotinic acid), O=S(Cl)Cl (SOCl2), CN(C)C=O (DMF). The solvent is C=1(C(=CC=CC1)C)C (xylene). Run at temperature 80 celsius. Yields the product ClC1=NC=C(C=C1)C(=O)OCC(CCCCCCCC)CCCCCC (2-Chloro-5-(2-hexyldecyloxycarbonyl)pyridine). RXN SMILES: [Cl:1][C:2]1[CH:10]=[CH:9][C:5]([C:6]([OH:8])=[O:7])=[CH:4][N:3]=1.CN(C=O)C.O=S(Cl)Cl.[CH2:20]([CH:26]([CH2:29][CH2:30][CH2:31][CH2:32][CH2:33][CH2:34][CH2:35][CH3:36])[CH2:27]O)[CH2:21][CH2:22][CH2:23][CH2:24][CH3:25]>C1(C)C(C)=CC=CC=1>[Cl:1][C:2]1[CH:10]=[CH:9][C:5]([C:6]([O:8][CH2:27][CH:26]([CH2:20][CH2:21][CH2:22][CH2:23][CH2:24][CH3:25])[CH2:29][CH2:30][CH2:31][CH2:32][CH2:33][CH2:34][CH2:35][CH3:36])=[O:7])=[CH:4][N:3]=1. Procedure details: A suspension of 6-chloronicotinic acid (47.4 g, 0.3 mol) in xylene (150 ml) containing DMF (1.5 ml) was stirred and heated at 80° C. whilst SOCl2 (26.1 ml, 0.36 mol) was added during 20 minutes. Stirring and heating at 80° C. was continued for 11/2 hours, when all had passed into solution. Excess SOCl2, HCl, and a little xylene were then removed by distillation at 20 mm pressure. The residual solution was cooled to 40° C., and 2-hexyldecanol (72.9 g, 0.3 mol) was added during 20 minutes, the tem... Starting materials: N[C@H]1[C@H](CCC1)C(=O)O ((1S,2R)-2-aminocyclopentanecarboxylic acid), NC1C(CCC1)C(=O)O (2-aminocyclopentanecarboxylic acid). Product: C(C)(C)NC(=O)[C@@H]1[C@@H](CCC1)N ((1S,2R)-2-aminocyclopentane-carboxylic acid isopropylamide), amides. As a reaction SMILES: [NH2:1][C@@H:2]1[CH2:6][CH2:5][CH2:4][C@@H:3]1[C:7]([OH:9])=O.[NH2:10][CH:11]1[CH2:15]CC[CH:12]1C(O)=O>>[CH:11]([NH:10][C:7]([C@H:3]1[CH2:4][CH2:5][CH2:6][C@H:2]1[NH2:1])=[O:9])([CH3:15])[CH3:12]. Procedure: The chiral compound (1S,2R)-2-aminocyclopentane-carboxylic acid isopropylamide is prepared analogously to this procedure using (1S,2R)-2-aminocyclopentanecarboxylic acid. In addition, a number of amides are prepared in this way starting from 2-aminocyclopentanecarboxylic acid (racemic or chiral). Reactants: [H][H] (Hydrogen), C(C1=CC=CC=C1)OC(=O)C1=CC=2CCC(CC2C=C1)OC(C1=CC=C(C=C1)OCCCCCCCCCC)=O (6-(4'-decyloxybenzoyloxy)-5,6,7,8-tetrahydronaphthalene-2-carboxylic acid benzyl ester). The reagents and catalysts are [Pd] (palladium/carbon). The solvent is O1CCCC1 (tetrahydrofuran). Reaction conditions: time 15 hour. The product is C(CCCCCCCCC)OC1=CC=C(C(=O)OC2CC=3C=CC(=CC3CC2)C(=O)O)C=C1 (6-(4'-decyloxybenzoyloxy)-5,6,7,8-tetrahydronaphthalene-2-carboxylic acid). The yield is 93.0%. As a reaction SMILES: [H][H].C([O:10][C:11]([C:13]1[CH:22]=[CH:21][C:20]2[CH2:19][CH:18]([O:23][C:24](=[O:42])[C:25]3[CH:30]=[CH:29][C:28]([O:31][CH2:32][CH2:33][CH2:34][CH2:35][CH2:36][CH2:37][CH2:38][CH2:39][CH2:40][CH3:41])=[CH:27][CH:26]=3)[CH2:17][CH2:16][C:15]=2[CH:14]=1)=[O:12])C1C=CC=CC=1>[Pd].O1CCCC1>[CH2:32]([O:31][C:28]1[CH:29]=[CH:30][C:25]([C:24]([O:23][CH:18]2[CH2:17][CH2:16][C:15]3[CH:14]=[C:13]([C:11]([OH:12])=[O:10])[CH:22]=[CH:21][C:20]=3[CH2:19]2)=[O:42])=[CH:26][CH:27]=1)[CH2:33][CH2:34][CH2:35][CH2:36][CH2:37][CH2:38][CH2:39][CH2:40][CH3:41]. Reported procedure: Hydrogen gas was blown into a mixture of 0.53 g (1.0 mmol) of 6-(4'-decyloxybenzoyloxy)-5,6,7,8-tetrahydronaphthalene-2-carboxylic acid benzyl ester, 0.11 g of 5% palladium/carbon and 10 ml of tetrahydrofuran with stirring at room temperature and ordinary pressure for 15 hours. The reaction mixture was filtered using Celite as a filter aid, and the filtrate was concentrated to obtain 0.42 g (0.93 mmol) of 6-(4'-decyloxybenzoyloxy)-5,6,7,8-tetrahydronaphthalene-2-carboxylic acid.